Dataset: the Open Reaction Database (ORD), a public repository of structured organic reaction records. Task: describe an organic reaction: reactants, conditions, products, and yield The reactants are OBO, CCCCCc1ccccc1, COC(=O)CNc1ccc(-n2cc(-c3ccc(Cl)cc3Cl)nc2Cc2ccc(Br)cc2)cc1. The product is CCCCCc1ccc(-c2ccc(Cc3nc(-c4ccc(Cl)cc4Cl)cn3-c3ccc(NCC(=O)OC)cc3)cc2)cc1. RXN SMILES: [BH:34]([OH:35])[OH:36].[CH2:37]([CH2:38][CH2:39][CH2:40][CH3:41])[c:42]1[cH:43][cH:44][cH:45][cH:46][cH:47]1.[CH3:1][O:2][C:3]([CH2:4][NH:5][c:6]1[cH:7][cH:8][c:9](-[n:12]2[c:13]([CH2:25][c:26]3[cH:27][cH:28][c:29]([Br:32])[cH:30][cH:31]3)[n:14][c:15](-[c:17]3[c:18]([Cl:24])[cH:19][c:20]([Cl:23])[cH:21][cH:22]3)[cH:16]2)[cH:10][cH:11]1)=[O:33]>>[CH3:1][O:2][C:3]([CH2:4][NH:5][c:6]1[cH:7][cH:8][c:9](-[n:12]2[c:13]([CH2:25][c:26]3[cH:27][cH:28][c:29](-[c:45]4[cH:44][cH:43][c:42]([CH2:37][CH2:38][CH2:39][CH2:40][CH3:41])[cH:47][cH:46]4)[cH:30][cH:31]3)[n:14][c:15](-[c:17]3[c:18]([Cl:24])[cH:19][c:20]([Cl:23])[cH:21][cH:22]3)[cH:16]2)[cH:10][cH:11]1)=[O:33]. Starting materials: BrB(Br)Br, CCc1c(CC(N)=O)c2cc(OC)ccc2n1Cc1ccccc1, ClCCl. The product is CCc1c(CC(N)=O)c2cc(O)ccc2n1Cc1ccccc1. Reaction SMILES: [B:25]([Br:26])([Br:27])[Br:28].[CH2:1]([CH3:2])[c:3]1[n:4]([CH2:18][c:19]2[cH:20][cH:21][cH:22][cH:23][cH:24]2)[c:5]2[cH:6][cH:7][c:8]([O:16][CH3:17])[cH:9][c:10]2[c:11]1[CH2:12][C:13](=[O:14])[NH2:15].[CH2:29]([Cl:30])[Cl:31]>>[CH2:1]([CH3:2])[c:3]1[n:4]([CH2:18][c:19]2[cH:20][cH:21][cH:22][cH:23][cH:24]2)[c:5]2[cH:6][cH:7][c:8]([OH:16])[cH:9][c:10]2[c:11]1[CH2:12][C:13](=[O:14])[NH2:15]. Reactants: COC1=CC=C(C=C1)[C@@H](C)N ((R)-(+)-1-(4-methoxyphenyl)ethylamine), C1COS(=O)(=O)C1 (1,3-propanesultone), O1CCCC1 (tetrahydrofuran). Product: CC1=CC=C(C=C1)[C@@H](C)NCCCS(=O)(=O)O (3-[(1R)-1-(4-methylphenyl)ethyl]amino-1-propanesulfonic acid). Reaction SMILES: CO[C:3]1[CH:8]=[CH:7][C:6]([C@H:9]([NH2:11])[CH3:10])=[CH:5][CH:4]=1.[CH2:12]1[CH2:18][S:15](=[O:17])(=[O:16])[O:14][CH2:13]1.O1CCC[CH2:20]1>>[CH3:20][C:3]1[CH:8]=[CH:7][C:6]([C@H:9]([NH:11][CH2:13][CH2:12][CH2:18][S:15]([OH:14])(=[O:17])=[O:16])[CH3:10])=[CH:5][CH:4]=1. Procedure: To a solution of (R)-(+)-1-(4-methoxyphenyl)ethylamine (5.83 g, 38.6 mmol) in tetrahydrofuran (25 mL) was slowly added 1,3-propanesultone (4.56 g, 36.8 mmol). The solution was stirred at reflux for 4 hours. The reaction mixture was cooled to room temperature. The solid was collected by filtration, washed with THF (25 mL) and acetone (25 mL). The solid was suspended in EtOH (200 mL). The suspension was stirred at reflux for 15 min. The solid was collected by filtration, washed with cold EtOH (50 ... Starting materials: NC1CC1, ClCCl, O=C(Cl)C=C1CCc2ccc(F)cc21. Product: O=C(C=C1CCc2ccc(F)cc21)NC1CC1. Reaction SMILES: [CH:15]1([NH2:18])[CH2:16][CH2:17]1.[Cl:19][CH2:20][Cl:21].[F:1][c:2]1[cH:3][cH:4][c:5]2[c:9]([cH:10]1)[C:8](=[CH:11][C:12](=[O:13])[Cl:14])[CH2:7][CH2:6]2>>[F:1][c:2]1[cH:3][cH:4][c:5]2[c:9]([cH:10]1)[C:8](=[CH:11][C:12](=[O:13])[NH:18][CH:15]1[CH2:16][CH2:17]1)[CH2:7][CH2:6]2. RXN SMILES: [C:1]([O:2][CH2:5][c:6]1[n:7]([CH2:28][c:29]2[cH:30][cH:31][c:32]([C:35]([CH3:36])([CH3:37])[CH3:38])[cH:33][cH:34]2)[c:8]2[cH:9][cH:10][c:11]([O:20][CH2:21][c:22]3[cH:23][cH:24][cH:25][cH:26][cH:27]3)[cH:12][c:13]2[c:14]1[C:15]([C:16](=[O:17])[OH:18])=[O:19])(=[O:3])[CH3:4].[ClH:41].[K+:40].[OH-:39]>>[CH2:5]1[c:6]2[n:7]([CH2:28][c:29]3[cH:30][cH:31][c:32]([C:35]([CH3:36])([CH3:37])[CH3:38])[cH:33][cH:34]3)[c:8]3[cH:9][cH:10][c:11]([O:20][CH2:21][c:22]4[cH:23][cH:24][cH:25][cH:26][cH:27]4)[cH:12][c:13]3[c:14]2[C:15](=[O:19])[C:16](=[O:17])[O:18]1. Yields the product CC(C)(C)c1ccc(Cn2c3c(c4cc(OCc5ccccc5)ccc42)C(=O)C(=O)OC3)cc1. Starting materials: CC(=O)OCc1c(C(=O)C(=O)O)c2cc(OCc3ccccc3)ccc2n1Cc1ccc(C(C)(C)C)cc1, Cl, [K+], [OH-]. Starting materials: C1CCOC1, CN(C)c1ccncc1, C(=NC1CCCCC1)=NC1CCCCC1, O=C1CCc2ccc(C(=O)O)cc2N1, CCOC(=O)CCCOc1ccccc1N1CCN(CCCO)CC1. RXN SMILES: [CH2:64]1[O:65][CH2:66][CH2:67][CH2:68]1.[CH3:55][N:56]([CH3:57])[c:58]1[cH:59][cH:60][n:61][cH:62][cH:63]1.[CH:40]1([N:41]=[C:42]=[N:43][CH:44]2[CH2:45][CH2:46][CH2:47][CH2:48][CH2:49]2)[CH2:50][CH2:51][CH2:52][CH2:53][CH2:54]1.[O:1]=[C:2]1[NH:3][c:4]2[cH:5][c:6]([C:12](=[O:13])[OH:14])[cH:7][cH:8][c:9]2[CH2:10][CH2:11]1.[OH:15][CH2:16][CH2:17][CH2:18][N:19]1[CH2:20][CH2:21][N:22]([c:25]2[c:26]([O:27][CH2:28][CH2:29][CH2:30][C:31](=[O:32])[O:33][CH2:34][CH3:35])[cH:36][cH:37][cH:38][cH:39]2)[CH2:23][CH2:24]1>>[O:1]=[C:2]1[NH:3][c:4]2[cH:5][c:6]([C:12](=[O:13])[O:14][CH2:16][CH2:17][CH2:18][N:19]3[CH2:20][CH2:21][N:22]([c:25]4[c:26]([O:27][CH2:28][CH2:29][CH2:30][C:31](=[O:32])[O:33][CH2:34][CH3:35])[cH:36][cH:37][cH:38][cH:39]4)[CH2:23][CH2:24]3)[cH:7][cH:8][c:9]2[CH2:10][CH2:11]1. The product is CCOC(=O)CCCOc1ccccc1N1CCN(CCCOC(=O)c2ccc3c(c2)NC(=O)CC3)CC1.